This data is from the Open Reaction Database (ORD), a public repository of structured organic reaction records. The task is: describe an organic reaction: reactants, conditions, products, and yield Starting materials: COC=1C=C2C(NS(=O)(=O)C2=CC1OC)=O (5,6-dimethoxysaccharin), F[B-](F)(F)F.C(C)[O+](CC)CC (triethyloxonium tetrafluoroborate). Solvent: ClCCl (dichloromethane), C(Cl)Cl (CH2Cl2). Run at time 3 hour. Product: COC=1C(=CC2=C(C(=NS2(=O)=O)OCC)C1)OC (5,6-Dimethoxy-3-ethoxy-benzoisothiazole-1,1-dioxide). RXN SMILES: [CH3:1][O:2][C:3]1[CH:4]=[C:5]2[C:11](=[CH:12][C:13]=1[O:14][CH3:15])[S:8](=[O:10])(=[O:9])[NH:7][C:6]2=[O:16].F[B-](F)(F)F.[CH2:22]([O+](CC)CC)[CH3:23]>ClCCl>[CH3:1][O:2][C:3]1[C:13]([O:14][CH3:15])=[CH:12][C:11]2[S:8](=[O:9])(=[O:10])[N:7]=[C:6]([O:16][CH2:22][CH3:23])[C:5]=2[CH:4]=1 |f:1.2|. Reported procedure: To a solution of 5,6-dimethoxysaccharin (0.8 g) in dichloromethane (100 ml) was added triethyloxonium tetrafluoroborate (3.5 ml, 1M soln in CH2Cl2) and the solution stirred at room temperature for 3 hrs. After extraction with aqueous sodium bicarbonate, the organic phase was dried and concentrated. Purification by column chromatography (silica, chloroform) gave the title compound (0.2 g). The reactants are CC(C)([O-])C.[K+] (potassium tert-butoxide), C[C@]12CC[C@@H]3C=4C=CC(=CC4CC[C@H]3[C@@H]1CCC2=O)O (estrone). Reagents/catalysts: [Br-].C[P+](C1=CC=CC=C1)(C1=CC=CC=C1)C1=CC=CC=C1 (methyl triphenylphosphonium bromide). Solvent: C1CCOC1 (THF). Run at time 30 minute. Product: C=C1[C@]2(C)[C@@H](CC1)[C@@H]1CCC=3C=C(C=CC3[C@H]1CC2)O (17-methyleneestra-1,3,5(10)-trien-3-ol). The yield is 83.5%. RXN SMILES: [CH3:1]C(C)([O-])C.[K+].[CH3:7][C@@:8]12[C:24](=O)[CH2:23][CH2:22][C@H:21]1[C@H:20]1[C@@H:11]([C:12]3[CH:13]=[CH:14][C:15]([OH:26])=[CH:16][C:17]=3[CH2:18][CH2:19]1)[CH2:10][CH2:9]2>[Br-].C[P+](C1C=CC=CC=1)(C1C=CC=CC=1)C1C=CC=CC=1.C1COCC1>[CH2:1]=[C:24]1[CH2:23][CH2:22][C@H:9]2[C@H:10]3[C@H:11]([CH2:20][CH2:21][C@:8]12[CH3:7])[C:12]1[CH:13]=[CH:14][C:15]([OH:26])=[CH:16][C:17]=1[CH2:18][CH2:19]3 |f:0.1,3.4|. Procedure details: To a suspension of methyl triphenylphosphonium bromide (8.93 g, 25.0 mmol) in THF (120 mL) was added potassium tert-butoxide (2.69 g, 24 mmol) and stirred for 30 min at room temperature. The reaction mixture was added estrone (18, 2.70 g, 10 mmol), stirred for 19 h at room temperature. The reaction mixture was quenched with saturated aqueous NH4Cl at 0° C. and extracted with EtOAc. The combined organic layers were washed with H2O, then with saturated aqueous NaCl, and dried (Na2SO4). The desicca... The reactants are COc1cc2c(cc1Br)N(C(C)=O)CC2, CC1CNCC(C)N1Cc1ccccc1. Yields the product COc1cc2c(cc1N1CC(C)N(Cc3ccccc3)C(C)C1)N(C(C)=O)CC2. Reaction SMILES: [C:16]([CH3:17])(=[O:18])[N:19]1[CH2:20][CH2:21][c:22]2[cH:23][c:24]([O:29][CH3:30])[c:25]([Br:28])[cH:26][c:27]21.[CH2:1]([c:2]1[cH:3][cH:4][cH:5][cH:6][cH:7]1)[N:8]1[CH:9]([CH3:15])[CH2:10][NH:11][CH2:12][CH:13]1[CH3:14]>>[CH2:1]([c:2]1[cH:3][cH:4][cH:5][cH:6][cH:7]1)[N:8]1[CH:9]([CH3:15])[CH2:10][N:11]([c:25]2[c:24]([O:29][CH3:30])[cH:23][c:22]3[c:27]([cH:26]2)[N:19]([C:16]([CH3:17])=[O:18])[CH2:20][CH2:21]3)[CH2:12][CH:13]1[CH3:14]. Starting materials: CC(=O)OCC(F)(F)F, CC[O-], CCO, CC(=O)c1ncc(Cl)cc1Cl, [Na+]. The product is O=C(CC(=O)C(F)(F)F)c1ncc(Cl)cc1Cl. Reaction SMILES: [C:12](=[O:13])([CH3:14])[O:15][CH2:16][C:17]([F:18])([F:19])[F:20].[CH3:22][CH2:23][O-:24].[CH3:25][CH2:26][OH:27].[Cl:1][c:2]1[c:3]([C:9]([CH3:10])=[O:11])[n:4][cH:5][c:6]([Cl:8])[cH:7]1.[Na+:21]>>[Cl:1][c:2]1[c:3]([C:9]([CH2:10][C:16](=[O:15])[C:17]([F:18])([F:19])[F:20])=[O:11])[n:4][cH:5][c:6]([Cl:8])[cH:7]1. Starting materials: CO (methanol), Cl (HCl), C(C)(C)(C)OC(=O)N1CCC(CC1)N(C)CC1=CC=CC=C1 (4-(Benzyl-methyl-amino)-piperidine-1-carboxylic acid tert-butyl ester). Solvent: CCOCC (ether), C(Cl)Cl (DCM). Product: C(C1=CC=CC=C1)N(C1CCNCC1)C (benzyl-methyl-piperidin-4-yl-amine). As a reaction SMILES: C(OC([N:8]1[CH2:13][CH2:12][CH:11]([N:14]([CH2:16][C:17]2[CH:22]=[CH:21][CH:20]=[CH:19][CH:18]=2)[CH3:15])[CH2:10][CH2:9]1)=O)(C)(C)C.CO.Cl>C(Cl)Cl.CCOCC>[CH2:16]([N:14]([CH3:15])[CH:11]1[CH2:12][CH2:13][NH:8][CH2:9][CH2:10]1)[C:17]1[CH:18]=[CH:19][CH:20]=[CH:21][CH:22]=1. Procedure details: 4-(Benzyl-methyl-amino)-piperidine-1-carboxylic acid tert-butyl ester was dissolved in DCM and methanol and 2.0M HCl in ether was added. After 3 hours the solvent was removed in vacuo and the residue was recrystallised from ethyl acetate/methanol to yield benzyl-methyl-piperidin-4-yl-amine (hydrochloride salt). The product is N1=CN=C(C2=C1CCC2)NC2=CC=C(C=C2)C(CCC2CCN(CC2)CC2=C(C=CC=C2)NC(C)=O)=O (N- (5,6-dihydro-7H-cyclopenta[d]pyrimidin-4-yl)-4-{3-[1-(2-acetylaminobenzyl)piperidin-4-yl]propanoyl}aniline). Solvent: C(Cl)(Cl)Cl (chloroform). Reaction SMILES: [N:1]1[C:6]2[CH2:7][CH2:8][CH2:9][C:5]=2[C:4]([NH:10][C:11]2[CH:16]=[CH:15][C:14]([C:17](=[O:34])[CH2:18][CH2:19][CH:20]3[CH2:25][CH2:24][N:23]([CH2:26][C:27]4[CH:32]=[CH:31][CH:30]=[CH:29][C:28]=4[NH2:33])[CH2:22][CH2:21]3)=[CH:13][CH:12]=2)=[N:3][CH:2]=1.[C:35](OC(=O)C)(=[O:37])[CH3:36]>CN(C)C1C=CN=CC=1.C(Cl)(Cl)Cl>[N:1]1[C:6]2[CH2:7][CH2:8][CH2:9][C:5]=2[C:4]([NH:10][C:11]2[CH:16]=[CH:15][C:14]([C:17](=[O:34])[CH2:18][CH2:19][CH:20]3[CH2:25][CH2:24][N:23]([CH2:26][C:27]4[CH:32]=[CH:31][CH:30]=[CH:29][C:28]=4[NH:33][C:35](=[O:37])[CH3:36])[CH2:22][CH2:21]3)=[CH:13][CH:12]=2)=[N:3][CH:2]=1. Procedure details: To 0.17 g of N-(5,6-dihydro-7H-cyclopenta[d]pyrimidin-4-yl)-4-(3-[1-(2-aminobenzyl)piperidin-4-yl]propanoyl)aniline were added 30 ml of chloroform, 1 ml of acetic anhydride and 0.38 g of 4-dimethylaminopyridine, and the mixture was stirred at 50° C. for 10 minutes. Then, the solvent was removed by distillation under reduced pressure and the obtained residue was applied to silica gel column chromatography to obtain 0.06 g of the title compound as white crystal. Reaction conditions: temperature 50 celsius, time 10 minute. Reagents/catalysts: CN(C1=CC=NC=C1)C (4-dimethylaminopyridine). Starting materials: N1=CN=C(C2=C1CCC2)NC2=CC=C(C=C2)C(CCC2CCN(CC2)CC2=C(C=CC=C2)N)=O (N-(5,6-dihydro-7H-cyclopenta[d]pyrimidin-4-yl)-4-(3-[1-(2-aminobenzyl)piperidin-4-yl]propanoyl)aniline), C(C)(=O)OC(C)=O (acetic anhydride).